The task is: describe an organic reaction: reactants, conditions, products, and yield. This data is from the Open Reaction Database (ORD), a public repository of structured organic reaction records. The reactants are ClC=1C=C(C=CC1Cl)C1=CC(=C(C=C1)F)C#N (3′,4′-dichloro-4-fluorobiphenyl-3-carbonitrile), C(C)(C)OC1=CC=C(N)C=C1 (4-isopropoxyaniline), CC(C)(C)[O-].[K+] (KOtBu). Procedure: A mixture of 3′,4′-dichloro-4-fluorobiphenyl-3-carbonitrile (173 mg, 0.650 mmol), 4-isopropoxyaniline (108 mg, 0.715 mmol), and KOtBu (154 mg, 1.375 mmol) in DMSO (4 mL) was stirred at rt for 1.5 h, The mixture was diluted with ethyl acetate, washed with H2O and brine, and then dried over Na2SO4. The solvent was removed and the product was purified by silica gel chromatography (eluting with hexane containing 0 to 8% ethyl acetate) followed by preparative HPLC (100×30 mm Luna C18 column, flow rat... As a reaction SMILES: [Cl:1][C:2]1[CH:3]=[C:4]([C:9]2[CH:14]=[CH:13][C:12](F)=[C:11]([C:16]#[N:17])[CH:10]=2)[CH:5]=[CH:6][C:7]=1[Cl:8].[CH:18]([O:21][C:22]1[CH:28]=[CH:27][C:25]([NH2:26])=[CH:24][CH:23]=1)([CH3:20])[CH3:19].CC([O-])(C)C.[K+]>CS(C)=O.C(OCC)(=O)C>[Cl:1][C:2]1[CH:3]=[C:4]([C:9]2[CH:14]=[CH:13][C:12]([NH:26][C:25]3[CH:24]=[CH:23][C:22]([O:21][CH:18]([CH3:20])[CH3:19])=[CH:28][CH:27]=3)=[C:11]([C:16]#[N:17])[CH:10]=2)[CH:5]=[CH:6][C:7]=1[Cl:8] |f:2.3|. Conditions: time 1.5 hour. The product is ClC=1C=C(C=CC1Cl)C1=CC(=C(C=C1)NC1=CC=C(C=C1)OC(C)C)C#N (3′,4′-dichloro-4-(4-isopropoxyphenylamino)biphenyl-3-carbonitrile). The solvent is CS(=O)C (DMSO), C(C)(=O)OCC (ethyl acetate).